This data is from the Open Reaction Database (ORD), a public repository of structured organic reaction records. The task is: describe an organic reaction: reactants, conditions, products, and yield The reactants are C(CC)N1C=C(C(C2=CC(=C(C=C12)Cl)F)=O)C(=O)O (1-propyl-6-fluoro-7-chloro-4-oxo-1,4-dihydroquinoline-3-carboxylic acid), O.O.O.O.O.O.N1CCNCC1 (piperazine hexahydrate). Yields the product Cl.C(CC)N1C=C(C(C2=CC(=C(C=C12)N1CCNCC1)F)=O)C(=O)O (1-propyl-6-fluoro-7-(1-piperazinyl)-4-oxo-1,4-dihydroquinoline-3-carboxylic acid hydrochloride). The yield is 16.4%. As a reaction SMILES: [CH2:1]([N:4]1[C:13]2[C:8](=[CH:9][C:10]([F:15])=[C:11]([Cl:14])[CH:12]=2)[C:7](=[O:16])[C:6]([C:17]([OH:19])=[O:18])=[CH:5]1)[CH2:2][CH3:3].O.O.O.O.O.O.[NH:26]1[CH2:31][CH2:30][NH:29][CH2:28][CH2:27]1>>[ClH:14].[CH2:1]([N:4]1[C:13]2[C:8](=[CH:9][C:10]([F:15])=[C:11]([N:26]3[CH2:31][CH2:30][NH:29][CH2:28][CH2:27]3)[CH:12]=2)[C:7](=[O:16])[C:6]([C:17]([OH:19])=[O:18])=[CH:5]1)[CH2:2][CH3:3] |f:1.2.3.4.5.6.7,8.9|. Procedure details: A mixture of 1-propyl-6-fluoro-7-chloro-4-oxo-1,4-dihydroquinoline-3-carboxylic acid 0.95 g (3.3 millimole) and piperazine hexahydrate 10 g (50 millimole) was heated in a sealed tube at 125°-135° C. (inner temperature) for 22 hours. After cooling, the reaction mixture was evaporated under vacuum, and the residue was acidified with acetic acid and the insoluble matters were removed by filtration. The filtrate was neutralized with an aqueous solution of caustic soda, extracted with the use of CHCl... Reactants: C(C)OP(=O)(OCC)CC(=O)NNC(=O)N1C2=C(OC3=C(C1)C=CC=C3)C=CC(=C2)Cl (8-chlorodibenz[b,f][1,4]oxazepine-10(11H)-carboxylic acid, 2-[(diethoxyphosphinyl)acetyl]hydrazide), [OH-].[Na+] (NaOH), CO (methanol), [OH-].[Na+] (NaOH). The solvent is C1CCOC1 (THF). Run at time 24 hour. Product: C(C)OP(=O)(O)CC(=O)NNC(=O)N1C2=C(OC3=C(C1)C=CC=C3)C=CC(=C2)Cl (8-chlorodibenz[b,f][1,4]oxazepine-10(11H)-carboxylic acid, 2-[(ethoxyhydroxyphosphinyl)acetyl]hydrazide). Reaction SMILES: [CH2:1]([O:3][P:4]([CH2:9][C:10]([NH:12][NH:13][C:14]([N:16]1[CH2:22][C:21]2[CH:23]=[CH:24][CH:25]=[CH:26][C:20]=2[O:19][C:18]2[CH:27]=[CH:28][C:29]([Cl:31])=[CH:30][C:17]1=2)=[O:15])=[O:11])([O:6]CC)=[O:5])[CH3:2].CO.[OH-].[Na+]>C1COCC1>[CH2:1]([O:3][P:4]([CH2:9][C:10]([NH:12][NH:13][C:14]([N:16]1[CH2:22][C:21]2[CH:23]=[CH:24][CH:25]=[CH:26][C:20]=2[O:19][C:18]2[CH:27]=[CH:28][C:29]([Cl:31])=[CH:30][C:17]1=2)=[O:15])=[O:11])([OH:6])=[O:5])[CH3:2] |f:2.3|. Reported procedure: To a stirring solution of 0.58 g (1.2 mmol) of 8-chlorodibenz[b,f][1,4]oxazepine-10(11H)-carboxylic acid, 2-[(diethoxyphosphinyl)acetyl]hydrazide (20), prepared as described above in Example 20, in 5 mL of THF:methanol (THF:MeOH) (3:2) was added 2 mL of N NaOH. After 24 hours of stirring, an additional 2 mL of NaOH was added to the reaction. After 7 days of stirring, the reaction mixture was filtered, and the resulting filtrate was extracted with 25 mL of EtOAc. The aqueous layer was neutralized... The reactants are ClC1=C(C(=CC=C1)C)S(=O)(=O)N(C1CC1)CCOCC(=O)OC(C)(C)C (tert-butyl 2-(2-(2-chloro-N-cyclopropyl-6-methylphenylsulfonamido)ethoxy)acetate), FC(C(=O)O)(F)F (trifluoroacetic acid). Solvent: ClCCl (dichloromethane). Conditions: time 2 hour. The product is ClC1=C(C(=CC=C1)C)S(=O)(=O)N(C1CC1)CCOCC(=O)O (2-(2-(2-Chloro-N-cyclopropyl-6-methylphenylsulfonamido)ethoxy)-acetic acid). As a reaction SMILES: [Cl:1][C:2]1[CH:7]=[CH:6][CH:5]=[C:4]([CH3:8])[C:3]=1[S:9]([N:12]([CH2:16][CH2:17][O:18][CH2:19][C:20]([O:22]C(C)(C)C)=[O:21])[CH:13]1[CH2:15][CH2:14]1)(=[O:11])=[O:10].FC(F)(F)C(O)=O>ClCCl>[Cl:1][C:2]1[CH:7]=[CH:6][CH:5]=[C:4]([CH3:8])[C:3]=1[S:9]([N:12]([CH2:16][CH2:17][O:18][CH2:19][C:20]([OH:22])=[O:21])[CH:13]1[CH2:14][CH2:15]1)(=[O:10])=[O:11]. Procedure: To a dichloromethane (10 ml/mmol) solution of tert-butyl 2-(2-(2-chloro-N-cyclopropyl-6-methylphenylsulfonamido)ethoxy)acetate (1 eq.) was added trifluoroacetic acid (13 eq.) at 0° C. and the resulting reaction mixture was stirred at ambient temperature for 2 h. The solvent was evaporated off and the residue dried under vacuum to remove traces of trifluoroacetic acid. The crude product was used in the next step without further purification. Yield: quantitative Reactants: IC1=CN(C2=CN=CC=C21)CC2=CC=C(C=C2)OC(C)=O (Acetic acid 4-(3-iodo-pyrrolo[2,3-c]pyridin-1-ylmethyl)-phenyl ester), [Li+].[OH-] (LiOH), ClCC1=CC=C(C=C1)OC(C)=O (acetic acid 4-chloromethyl-phenyl ester), C(C1=CC=CC=C1)Br (benzyl bromide). The solvent is C1CCOC1 (THF), O (water). Product: IC1=CN(C2=CN=CC=C21)CC2=CC=C(C=C2)OC(C)=O (Acetic acid 4-(3-iodo-pyrrolo[2,3-c]pyridin-1-ylmethyl)-phenyl ester), IC1=CN(C2=CN=CC=C21)CC2=CC=C(C=C2)O (4-(3-Iodo-pyrrolo[2,3-c]pyridin-1-ylmethyl)-phenol). RXN SMILES: ClCC1C=CC(OC(=O)C)=CC=1.C(Br)C1C=CC=CC=1.[I:21][C:22]1[C:30]2[C:25](=[CH:26][N:27]=[CH:28][CH:29]=2)[N:24]([CH2:31][C:32]2[CH:37]=[CH:36][C:35]([O:38][C:39](=[O:41])[CH3:40])=[CH:34][CH:33]=2)[CH:23]=1.[Li+].[OH-]>C1COCC1.O>[I:21][C:22]1[C:30]2[C:25](=[CH:26][N:27]=[CH:28][CH:29]=2)[N:24]([CH2:31][C:32]2[CH:33]=[CH:34][C:35]([O:38][C:39](=[O:41])[CH3:40])=[CH:36][CH:37]=2)[CH:23]=1.[I:21][C:22]1[C:30]2[C:25](=[CH:26][N:27]=[CH:28][CH:29]=2)[N:24]([CH2:31][C:32]2[CH:37]=[CH:36][C:35]([OH:38])=[CH:34][CH:33]=2)[CH:23]=1 |f:3.4|. Procedure details: Acetic acid 4-(3-iodo-pyrrolo[2,3-c]pyridin-1-ylmethyl)-phenyl ester was prepared by substituting acetic acid 4-chloromethyl-phenyl ester and Example 717A for benzyl bromide and Example 695J, respectively, in Example 696A. Acetic acid 4-(3-iodo-pyrrolo[2,3-c]pyridin-1-ylmethyl)-phenyl ester was then slurried in a mixture of THF and water, and treated with LiOH to provide the desired product. MS (ESI) m/e 351 (M+H)+, 1H NMR (300 MHz, DMSO-d6): □ 9.44 (s, 1H), 8.87 (s, 1H), 8.20 (d, J=5.43 Hz, 1H)...